Dataset: the Open Reaction Database (ORD), a public repository of structured organic reaction records. Task: describe an organic reaction: reactants, conditions, products, and yield The reactants are BrB(Br)Br, COc1ccc(-c2coc3cc(OCC(O)Cc4ccccc4)ccc3c2=O)cc1. Reaction SMILES: [B:31]([Br:32])([Br:33])[Br:34].[OH:1][CH:2]([CH2:3][O:4][c:5]1[cH:6][cH:7][c:8]2[c:9](=[O:23])[c:10](-[c:15]3[cH:16][cH:17][c:18]([O:21][CH3:22])[cH:19][cH:20]3)[cH:11][o:12][c:13]2[cH:14]1)[CH2:24][c:25]1[cH:26][cH:27][cH:28][cH:29][cH:30]1>>[OH:1][CH:2]([CH2:3][O:4][c:5]1[cH:6][cH:7][c:8]2[c:9](=[O:23])[c:10](-[c:15]3[cH:16][cH:17][c:18]([OH:21])[cH:19][cH:20]3)[cH:11][o:12][c:13]2[cH:14]1)[CH2:24][c:25]1[cH:26][cH:27][cH:28][cH:29][cH:30]1. Yields the product O=c1c(-c2ccc(O)cc2)coc2cc(OCC(O)Cc3ccccc3)ccc12. Starting materials: C(CCC)[Li] (n-butyl lithium), CP(OC)(OC)=O (dimethyl methylphosphonate), C(C)(=O)O (acetic acid), FC(C=1C=C(C=CC1)CCC(=O)OCC)(F)F (ethyl 3-(3-trifluoromethylphenyl)-propionate). Solvent: CCCCCC (hexane), C(C)OCC (diethyl ether), O1CCCC1 (tetrahydrofuran), O1CCCC1 (tetrahydrofuran). Conditions: temperature -60 celsius, time 15 minute. Product: FC(C=1C=C(C=CC1)CCC(CP(OC)(OC)=O)=O)(F)F (dimethyl 4-(3-trifluoromethylphenyl)-2-oxobutylphosphonate). The yield is 49.7%. RXN SMILES: C([Li])CCC.[CH3:6][P:7](=[O:12])([O:10][CH3:11])[O:8][CH3:9].[F:13][C:14]([F:29])([F:28])[C:15]1[CH:16]=[C:17]([CH2:21][CH2:22][C:23](OCC)=[O:24])[CH:18]=[CH:19][CH:20]=1.C(O)(=O)C>CCCCCC.C(OCC)C.O1CCCC1>[F:13][C:14]([F:28])([F:29])[C:15]1[CH:16]=[C:17]([CH2:21][CH2:22][C:23](=[O:24])[CH2:6][P:7](=[O:12])([O:10][CH3:11])[O:8][CH3:9])[CH:18]=[CH:19][CH:20]=1. Procedure: A solution of n-butyl lithium (5.88 g) in hexane (48 ml) and anhydrous diethyl ether (70 ml) was added to a stirred solution of dimethyl methylphosphonate (11.4 g) in anhydrous tetrahydrofuran (50 ml) at -50° C. in an atmosphere of nitrogen during 20 minutes. The solution was stirred for a further 15 minutes at -60° C., and was then treated with a solution of ethyl 3-(3-trifluoromethylphenyl)-propionate (11.3 g) in anhydrous tetrahydrofuran (20 ml) during 10 minutes at -60° C. The solution was s... The reactants are FC1=CC=C(N)C=C1 (4-fluoroaniline), C(C)C1=CC(=NC(=N1)N1CC2=CC=CC=C2CC1)Cl (6-ethyl-2-(1,2,3,4-tetrahydroisoquinolin-2-yl)-4-chloropyrimidine). The solvent is CN(C=O)C (dimethylformamide). The product is Cl.C(C)C1=CC(=NC(=N1)N1CC2=CC=CC=C2CC1)NC1=CC=C(C=C1)F (6-ethyl-4-(4-fluorophenylamino)-2-(1,2,3,4-tetrahydroisoquinolin-2-yl)pyrimidine hydrochloride). Yield: 78.3%. As a reaction SMILES: [F:1][C:2]1[CH:8]=[CH:7][C:5]([NH2:6])=[CH:4][CH:3]=1.[CH2:9]([C:11]1[N:16]=[C:15]([N:17]2[CH2:26][CH2:25][C:24]3[C:19](=[CH:20][CH:21]=[CH:22][CH:23]=3)[CH2:18]2)[N:14]=[C:13]([Cl:27])[CH:12]=1)[CH3:10]>CN(C)C=O>[ClH:27].[CH2:9]([C:11]1[N:16]=[C:15]([N:17]2[CH2:26][CH2:25][C:24]3[C:19](=[CH:20][CH:21]=[CH:22][CH:23]=3)[CH2:18]2)[N:14]=[C:13]([NH:6][C:5]2[CH:7]=[CH:8][C:2]([F:1])=[CH:3][CH:4]=2)[CH:12]=1)[CH3:10] |f:3.4|. Procedure: After 4-fluoroaniline(0.30 ml, 3.17 mmol) was added to a mixture solution of 6-ethyl-2-(1,2,3,4-tetrahydroisoquinolin-2-yl)-4-chloropyrimidine(0.40 g, 1.46 mmol) and dimethylformamide(10 ml), 0.44 g of the titled compound was obtained in accordance with the same procedure as in Step 4 of Example 57. Product: ClC=1N(C2=CC=CC=C2C1C=O)C1=C(C#N)C=CC=C1 (2-(2-chloro-3-formyl-1H-indol-1-yl)benzonitrile). Reported procedure: NaH (60% in mineral oil, 223 mg, 5.57 mmol, Eq: 1.00) was added to a solution of 2-chloro-1H-indole-3-carbaldehyde (1 g, 5.57 mmol, Eq: 1.00) in 1-methyl-2-pyrrolidinone (NMP, 5 mL) in a microwave vial. After 10 min., 2-fluorobenzonitrile (3.37 g, 3.02 mL, 27.8 mmol, Eq: 5) was added. The reaction was sealed and heated at 150° C. After 16 h. the mixture was diluted with sat. NH4Cl solution, extracted with EtOAc and the combined extracts concentrated to give a residue that was purified by silica ... The yield is 7.7%. Reaction conditions: temperature 150 celsius, time 10 minute. Run in [NH4+].[Cl-] (NH4Cl), CN1C(CCC1)=O (1-methyl-2-pyrrolidinone). The reactants are [H-].[Na+] (NaH), ClC=1NC2=CC=CC=C2C1C=O (2-chloro-1H-indole-3-carbaldehyde), FC1=C(C#N)C=CC=C1 (2-fluorobenzonitrile). Reaction SMILES: [H-].[Na+].[Cl:3][C:4]1[NH:5][C:6]2[C:11]([C:12]=1[CH:13]=[O:14])=[CH:10][CH:9]=[CH:8][CH:7]=2.F[C:16]1[CH:23]=[CH:22][CH:21]=[CH:20][C:17]=1[C:18]#[N:19]>CN1CCCC1=O.[NH4+].[Cl-]>[Cl:3][C:4]1[N:5]([C:16]2[CH:23]=[CH:22][CH:21]=[CH:20][C:17]=2[C:18]#[N:19])[C:6]2[C:11]([C:12]=1[CH:13]=[O:14])=[CH:10][CH:9]=[CH:8][CH:7]=2 |f:0.1,5.6|. Starting materials: Clc1cc(N2CCC3(CC2)OCCO3)ncn1, CC(C)=O, Cl. The product is O=C1CCN(c2cc(Cl)ncn2)CC1. RXN SMILES: [CH2:1]1[O:2][C:4]2([O:3][CH2:17]1)[CH2:5][CH2:6][N:7]([c:10]1[n:11][cH:12][n:13][c:14]([Cl:16])[cH:15]1)[CH2:8][CH2:9]2.[CH3:18][C:19](=[O:20])[CH3:21].[ClH:22]>>[O:3]=[C:4]1[CH2:5][CH2:6][N:7]([c:10]2[n:11][cH:12][n:13][c:14]([Cl:16])[cH:15]2)[CH2:8][CH2:9]1. The reactants are ClC1=NC(=C2N=CN(C2=N1)[C@@H]1O[C@@H]([C@H]([C@H]1O)O)CN1N=CC=N1)NCC(C1=CC=CC=C1)C1=CC=CC=C1 ((2R,3R,4S,5R)-2-[2-Chloro-6-(2,2diphenyl-ethylamino)-purin-9-yl]-5-[1,2,3]triazol-2-ylmethyl-tetrahydro-furan-3,4-diol), NCCN1CCOCC1 (4-(2-aminoethyl)morpholine). Run in CS(=O)C (dimethyl sulphoxide). Product: C(=O)O.C1(=CC=CC=C1)C(CNC1=C2N=CN(C2=NC(=N1)NCCN1CCOCC1)[C@@H]1O[C@@H]([C@H]([C@H]1O)O)CN1N=CC=N1)C1=CC=CC=C1 ((2R,3R,4S,5R)-2-[6-(2,2-Diphenyl-ethylamino)-2-(2-morpholin-4-yl-ethylamino)-purin-9-yl]-5-[1,2,3]triazol-2-ylmethyl-tetrahydro-furan-3,4-diol formate). As a reaction SMILES: Cl[C:2]1[N:10]=[C:9]2[C:5]([N:6]=[CH:7][N:8]2[C@H:11]2[C@H:15]([OH:16])[C@H:14]([OH:17])[C@@H:13]([CH2:18][N:19]3[N:23]=[CH:22][CH:21]=[N:20]3)[O:12]2)=[C:4]([NH:24][CH2:25][CH:26]([C:33]2[CH:38]=[CH:37][CH:36]=[CH:35][CH:34]=2)[C:27]2[CH:32]=[CH:31][CH:30]=[CH:29][CH:28]=2)[N:3]=1.[NH2:39][CH2:40][CH2:41][N:42]1[CH2:47][CH2:46][O:45][CH2:44][CH2:43]1>CS(C)=O>[CH:14]([OH:17])=[O:45].[C:33]1([CH:26]([C:27]2[CH:28]=[CH:29][CH:30]=[CH:31][CH:32]=2)[CH2:25][NH:24][C:4]2[N:3]=[C:2]([NH:39][CH2:40][CH2:41][N:42]3[CH2:47][CH2:46][O:45][CH2:44][CH2:43]3)[N:10]=[C:9]3[C:5]=2[N:6]=[CH:7][N:8]3[C@H:11]2[C@H:15]([OH:16])[C@H:14]([OH:17])[C@@H:13]([CH2:18][N:19]3[N:23]=[CH:22][CH:21]=[N:20]3)[O:12]2)[CH:38]=[CH:37][CH:36]=[CH:35][CH:34]=1 |f:3.4|. Procedure: Intermediate 3 (0.043 mg), 4-(2-aminoethyl)morpholine (0.053 mg), dimethyl sulphoxide (0.05 ml) ) in a sealed vial (eg Reactivial™) were heated at 90° C. for 16 hours. Purification by Autoprep HPLC afforded after freeze-drying the title compound as a pale yellow solid (0.019 g). LC-MS System A Rt=3.71 min, m/z 627 (MH+).